This data is from the Open Reaction Database (ORD), a public repository of structured organic reaction records. The task is: describe an organic reaction: reactants, conditions, products, and yield The reactants are CN1CCC2(CC1)C1=CC=CC=C1OC=1C(=CC=CC12)N (1'-methyl-4-aminoxanthene-9-spiro-4'-piperidine), C(C)(=O)OC(C)=O (acetic anhydride). The solvent is CCOCC (ether). Conditions: time 0.5 hour. Product: CN1CCC2(CC1)C1=CC=CC=C1OC=1C(=CC=CC12)NC(C)=O (1'-methyl-4-acetamidoxanthene-9-spiro-4'-piperidine). RXN SMILES: [CH3:1][N:2]1[CH2:7][CH2:6][C:5]2([C:20]3[CH:19]=[CH:18][CH:17]=[C:16]([NH2:21])[C:15]=3[O:14][C:13]3[C:8]2=[CH:9][CH:10]=[CH:11][CH:12]=3)[CH2:4][CH2:3]1.[C:22](OC(=O)C)(=[O:24])[CH3:23]>CCOCC>[CH3:1][N:2]1[CH2:3][CH2:4][C:5]2([C:20]3[CH:19]=[CH:18][CH:17]=[C:16]([NH:21][C:22](=[O:24])[CH3:23])[C:15]=3[O:14][C:13]3[C:8]2=[CH:9][CH:10]=[CH:11][CH:12]=3)[CH2:6][CH2:7]1. Procedure details: A mixture of 1'-methyl-4-aminoxanthene-9-spiro-4'-piperidine (0.06 g.) and acetic anhydride (0.5 ml.) in ether (20 ml.) is stirred at room temperature for 0.5 hour. The ether solution is washed with saturated sodium carbonate solution and water, dried with MgSO4 and the ether evaporated to give a gummy residue. The residue is crystallised from hexane to give 1'-methyl-4-acetamidoxanthene-9-spiro-4'-piperidine, m.p. 176°-178° C. Reported procedure: Analogously to Method D, 0.238 g of tert-butyl 3-hydroxy-4-{4-[3-(2-methoxybenzyloxy)-propoxy]phenyl}piperidine-1-carboxylate and 0.128 g of N-(3-chloromethylphenyl)-N-(3-methoxypropyl)acetamide are reacted. The title compound is obtained as a slightly yellowish oil. Rf=0.20 (2:1 EtOAc-heptane); Rt=5.80. Reactants: OC1CN(CCC1C1=CC=C(C=C1)OCCCOCC1=C(C=CC=C1)OC)C(=O)OC(C)(C)C (tert-butyl 3-hydroxy-4-{4-[3-(2-methoxybenzyloxy)-propoxy]phenyl}piperidine-1-carboxylate), ClCC=1C=C(C=CC1)N(C(C)=O)CCCOC (N-(3-chloromethylphenyl)-N-(3-methoxypropyl)acetamide). RXN SMILES: [OH:1][CH:2]1[CH:7]([C:8]2[CH:13]=[CH:12][C:11]([O:14][CH2:15][CH2:16][CH2:17][O:18][CH2:19][C:20]3[CH:25]=[CH:24][CH:23]=[CH:22][C:21]=3[O:26][CH3:27])=[CH:10][CH:9]=2)[CH2:6][CH2:5][N:4]([C:28]([O:30][C:31]([CH3:34])([CH3:33])[CH3:32])=[O:29])[CH2:3]1.Cl[CH2:36][C:37]1[CH:38]=[C:39]([N:43]([CH2:47][CH2:48][CH2:49][O:50][CH3:51])[C:44](=[O:46])[CH3:45])[CH:40]=[CH:41][CH:42]=1>>[C:44]([N:43]([CH2:47][CH2:48][CH2:49][O:50][CH3:51])[C:39]1[CH:38]=[C:37]([CH:42]=[CH:41][CH:40]=1)[CH2:36][O:1][CH:2]1[CH:7]([C:8]2[CH:13]=[CH:12][C:11]([O:14][CH2:15][CH2:16][CH2:17][O:18][CH2:19][C:20]3[CH:25]=[CH:24][CH:23]=[CH:22][C:21]=3[O:26][CH3:27])=[CH:10][CH:9]=2)[CH2:6][CH2:5][N:4]([C:28]([O:30][C:31]([CH3:34])([CH3:33])[CH3:32])=[O:29])[CH2:3]1)(=[O:46])[CH3:45]. Product: C(C)(=O)N(C=1C=C(COC2CN(CCC2C2=CC=C(C=C2)OCCCOCC2=C(C=CC=C2)OC)C(=O)OC(C)(C)C)C=CC1)CCCOC (tert-Butyl 3-{3-[acetyl-(3-methoxypropyl)amino]benzyloxy}-4-{4-[3-(2-methoxybenzyloxy)propoxy]phenyl}piperidine-1-carboxylate). Reactants: [Si](C)(C)(C(C)(C)C)OC(CCCCCCC1=CC=CC=C1)C=1OC(=CN1)C1=CC=C(C(=O)N)C=C1 (4-(2-(1-(tert-Butyldimethylsilyloxy)-7-phenylheptyl)oxazol-5-yl)benzamide), [Si](C)(C)(C(C)(C)C)OC(CCCCCCC1=CC=CC=C1)C=1OC(=CN1)[Sn](CCCC)(CCCC)CCCC (2-(1-(tert-butyldimethylsilyloxy)-7-phenylheptyl)-5-(tributylstannyl)oxazole), BrC1=CC=C(C(=O)N)C=C1 (4-bromobenzamide). Product: EtOAc hexanes, C1(=CC=CC=C1)CCCCCCC(=O)C=1OC(=CN1)C1=CC=C(C(=O)N)C=C1 (4-(2-(7-Phenylheptanoyl)oxazol-5-yl)benzamide). Yield: 83.0%. Reaction SMILES: [Si]([O:8][CH:9]([C:22]1[O:23][C:24]([C:27]2[CH:35]=[CH:34][C:30]([C:31]([NH2:33])=[O:32])=[CH:29][CH:28]=2)=[CH:25][N:26]=1)[CH2:10][CH2:11][CH2:12][CH2:13][CH2:14][CH2:15][C:16]1[CH:21]=[CH:20][CH:19]=[CH:18][CH:17]=1)(C(C)(C)C)(C)C.[Si](OC(C1OC([Sn](CCCC)(CCCC)CCCC)=CN=1)CCCCCCC1C=CC=CC=1)(C(C)(C)C)(C)C.BrC1C=CC(C(N)=O)=CC=1>>[C:16]1([CH2:15][CH2:14][CH2:13][CH2:12][CH2:11][CH2:10][C:9]([C:22]2[O:23][C:24]([C:27]3[CH:28]=[CH:29][C:30]([C:31]([NH2:33])=[O:32])=[CH:34][CH:35]=3)=[CH:25][N:26]=2)=[O:8])[CH:17]=[CH:18][CH:19]=[CH:20][CH:21]=1. Procedure details: 4-(2-(1-(tert-Butyldimethylsilyloxy)-7-phenylheptyl)oxazol-5-yl)benzamide. The title compound was prepared from 2-(1-(tert-butyldimethylsilyloxy)-7-phenylheptyl)-5-(tributylstannyl)oxazole (47 mg, 0.071 mmol) and 4-bromobenzamide following General Procedure A. Flash chromatography (30-50% EtOAc/hexanes) yielded the title compound as a white solid (29 mg, 83%): 1H NMR (CDCl3, 600 MHz) δ 7.67 (d, 2H, J=7.8 Hz), 7.57 (d, 2H, J=7.8 Hz), 7.38 (s, 1H), 7.25-7.24 (m, 2H), 7.15-7.14 (m, 3H), 6.16 (br s,... Reaction SMILES: [CH2:1]([CH:2]([NH:3][c:4]1[c:5]([N+:6]([O-:7])=[O:8])[cH:9][c:10]([CH2:11][CH:12]=[O:13])[c:14]([CH:15]([CH3:16])[CH3:17])[c:18]1[N+:19]([O-:20])=[O:21])[CH2:22][CH3:23])[CH3:24].[CH2:25]([CH3:26])[CH:27]([CH2:28][CH3:29])[NH:30][c:31]1[c:32]([N+:47](=[O:48])[O-:49])[cH:33][c:34]([CH2:43][CH:44]=[N:45][OH:46])[c:35]([CH:40]([CH3:41])[CH3:42])[c:36]1[N+:37](=[O:38])[O-:39]>>[CH2:25]([CH3:26])[CH:27]([CH2:28][CH3:29])[NH:30][c:31]1[c:32]([N+:47](=[O:48])[O-:49])[cH:33][c:34]([CH2:43][CH:44]=[N:45][OH:46])[c:35]([CH3:40])[c:36]1[N+:37](=[O:38])[O-:39]. The product is CCC(CC)Nc1c([N+](=O)[O-])cc(CC=NO)c(C)c1[N+](=O)[O-]. Reactants: CCC(CC)Nc1c([N+](=O)[O-])cc(CC=O)c(C(C)C)c1[N+](=O)[O-], CCC(CC)Nc1c([N+](=O)[O-])cc(CC=NO)c(C(C)C)c1[N+](=O)[O-]. The reactants are CC(=O)OI1(C=2C=CC=CC2C(=O)O1)(OC(=O)C)OC(=O)C (Dess-Martin periodinane), OC1CC(C1)(N1N=CC(=C1)C=1C2=C(N=CN1)N(C=C2)COCC[Si](C)(C)C)CC#N ({3-hydroxy-1-[4-(7-{[2-(trimethylsilyl)ethoxy]methyl}-7H-pyrrolo[2,3-d]pyrimidin-4-yl)-1H-pyrazol-1-yl]cyclobutyl}acetonitrile), [OH-].[Na+] (NaOH). Run in C(Cl)Cl (methylene chloride). The product is O=C1CC(C1)(N1N=CC(=C1)C=1C2=C(N=CN1)N(C=C2)COCC[Si](C)(C)C)CC#N ({3-oxo-1-[4-(7-{[2-(trimethylsilyl)ethoxy]methyl}-7H-pyrrolo[2,3-d]pyrimidin-4-yl)-1H-pyrazol-1-yl]cyclobutyl}acetonitrile). RXN SMILES: [OH:1][CH:2]1[CH2:5][C:4]([CH2:28][C:29]#[N:30])([N:6]2[CH:10]=[C:9]([C:11]3[C:12]4[CH:19]=[CH:18][N:17]([CH2:20][O:21][CH2:22][CH2:23][Si:24]([CH3:27])([CH3:26])[CH3:25])[C:13]=4[N:14]=[CH:15][N:16]=3)[CH:8]=[N:7]2)[CH2:3]1.CC(OI1(OC(C)=O)(OC(C)=O)OC(=O)C2C=CC=CC1=2)=O.[OH-].[Na+]>C(Cl)Cl>[O:1]=[C:2]1[CH2:3][C:4]([CH2:28][C:29]#[N:30])([N:6]2[CH:10]=[C:9]([C:11]3[C:12]4[CH:19]=[CH:18][N:17]([CH2:20][O:21][CH2:22][CH2:23][Si:24]([CH3:25])([CH3:27])[CH3:26])[C:13]=4[N:14]=[CH:15][N:16]=3)[CH:8]=[N:7]2)[CH2:5]1 |f:2.3|. Reported procedure: To a solution of {3-hydroxy-1-[4-(7-{[2-(trimethylsilyl)ethoxy]methyl}-7H-pyrrolo[2,3-d]pyrimidin-4-yl)-1H-pyrazol-1-yl]cyclobutyl}acetonitrile (9.3 g, 22 mmol, as a mixture of diastereomers from Step 6) in methylene chloride (300 mL) at 0° C. was added Dess-Martin periodinane (10.0 g, 24 mmol). After a reaction time of 2 hours, the mixture was poured into 1N NaOH and extracted with three portions of DCM. The combined extracts were washed with further 1N NaOH, dried over sodium sulfate, decanted...